From a dataset of the Open Reaction Database (ORD), a public repository of structured organic reaction records. describe an organic reaction: reactants, conditions, products, and yield Reactants: C1(\C(\C)=C/C(=O)O1)=O (citraconic acid anhydride), OC(CS)(CCCCC)C (2-hydroxy-2-methylheptane-1-thiol), C(C)(C)NC(C)C (diisopropylamine). Product: CC1(C(OC(CS1)(CCCCC)C)=O)CC(=O)O (3,6-dimethyl-2-oxo-6-pentyl-1,4-oxathiane-3-acetic acid). As a reaction SMILES: [C:1]1(=[O:8])[O:7][C:5](=[O:6])[CH:4]=[C:2]1[CH3:3].[OH:9][C:10]([CH3:18])([CH2:13][CH2:14][CH2:15][CH2:16][CH3:17])[CH2:11][SH:12].C(NC(C)C)(C)C>>[CH3:3][C:2]1([CH2:4][C:5]([OH:7])=[O:6])[S:12][CH2:11][C:10]([CH3:18])([CH2:13][CH2:14][CH2:15][CH2:16][CH3:17])[O:9][C:1]1=[O:8]. Reported procedure: Analogously to Example 1, from citraconic acid anhydride and 2-hydroxy-2-methylheptane-1-thiol in the presence of diisopropylamine and the usual working up of the reaction mixture, 3,6-dimethyl-2-oxo-6-pentyl-1,4-oxathiane-3-acetic acid is obtained. Using chromatographic purification it can be separated into two isomers: The product is ClC1=C(SC=C1C)C1=NN(C(N1CC(C)C)=O)CC(=O)OCC (Ethyl 2-[3-(3-chloro-4-methyl-2-thienyl)-4-isobutyl-5-oxo-4,5-dihydro-1H-1,2,4-triazol-1-yl]-acetate). Reported procedure: 570 mg (4.12 mmol) of potassium carbonate are added to a suspension of 560 mg (2.06 mmol) of 5-(3-chloro-4-methyl-2-thienyl)-4-isobutyl-2,4-dihydro-3H-1,2,4-triazol-3-one from Example 247A and 253 mg (2.06 mmol) of ethyl chloroacetate in 10 ml acetonitrile and heated for 4 hrs under reflux. For the workup, this is concentrated, and the residue taken up in water and extracted three times with ethyl acetate. The combined organic phases are concentrated, and the crude product remaining as the resid... Reactants: C([O-])([O-])=O.[K+].[K+] (potassium carbonate), ClC1=C(SC=C1C)C=1N(C(NN1)=O)CC(C)C (5-(3-chloro-4-methyl-2-thienyl)-4-isobutyl-2,4-dihydro-3H-1,2,4-triazol-3-one), ClCC(=O)OCC (ethyl chloroacetate). Run in C(C)#N (acetonitrile). RXN SMILES: C(=O)([O-])[O-].[K+].[K+].[Cl:7][C:8]1[C:12]([CH3:13])=[CH:11][S:10][C:9]=1[C:14]1[N:15]([CH2:20][CH:21]([CH3:23])[CH3:22])[C:16](=[O:19])[NH:17][N:18]=1.Cl[CH2:25][C:26]([O:28][CH2:29][CH3:30])=[O:27]>C(#N)C>[Cl:7][C:8]1[C:12]([CH3:13])=[CH:11][S:10][C:9]=1[C:14]1[N:15]([CH2:20][CH:21]([CH3:23])[CH3:22])[C:16](=[O:19])[N:17]([CH2:25][C:26]([O:28][CH2:29][CH3:30])=[O:27])[N:18]=1 |f:0.1.2|. The reactants are [Mg] (magnesium), BrC1=CC=CC=C1 (bromobenzene), C1(CCCC1)OC=1C=C(C=O)C=CC1OC (3-(cyclopentyloxy)-4-methoxybenzaldehyde), BrC1=CC=CC=C1 (bromobenzene), II (iodine), [NH4+].[Cl-] (NH4Cl). Solvent: C1CCOC1 (THF), C1CCOC1 (THF), C1CCOC1 (THF). Reaction conditions: temperature 0 celsius. Product: C1(CCCC1)OC=1C=C(C=CC1OC)C(O)C1=CC=CC=C1 ((±)-3-(cyclopentyloxy)-4-methoxy-α-phenylbenzenemethanol). The yield is 98.0%. Reaction SMILES: Br[C:2]1[CH:7]=[CH:6][CH:5]=[CH:4][CH:3]=1.[Mg].II.[CH:11]1([O:16][C:17]2[CH:18]=[C:19]([CH:22]=[CH:23][C:24]=2[O:25][CH3:26])[CH:20]=[O:21])[CH2:15][CH2:14][CH2:13][CH2:12]1.[NH4+].[Cl-]>C1COCC1>[CH:11]1([O:16][C:17]2[CH:18]=[C:19]([CH:20]([C:2]3[CH:7]=[CH:6][CH:5]=[CH:4][CH:3]=3)[OH:21])[CH:22]=[CH:23][C:24]=2[O:25][CH3:26])[CH2:12][CH2:13][CH2:14][CH2:15]1 |f:4.5|. Procedure details: A Grignard complex was formed with bromobenzene (18.84 g), magnesium, turnings (2.9 g), iodine (catalytic amount) and aluminum (catalytic amount) in THF (105 ml). A solution of bromobenzene in THF (100 ml) was added dropwise, under N2 flow, to a stirs solution of magnesium, turnings and iodine in THF (5 ml). The reaction mixture was stirred and heated. After all bromobenzene was added, the reaction mixture was stirred and refluxed for 1 hour. The mixture was cooled on an ice-bath. A solution of ... Starting materials: O (Water), FC1=C(C(=C(C(=C1CO)F)F)F)F (pentafluorobenzyl alcohol), O1CCCC1 (tetrahydrofuran), Cl (hydrochloric acid). Run at temperature 30 celsius, time 3 hour. Yields the product CC1=C(CO)C(=C(C(=C1F)F)F)F (2-methyl-3,4,5,6-tetrafluorobenzyl alcohol). RXN SMILES: F[C:2]1[C:7]([CH2:8][OH:9])=[C:6]([F:10])[C:5]([F:11])=[C:4]([F:12])[C:3]=1[F:13].O.Cl.O1CCC[CH2:17]1>>[CH3:17][C:2]1[C:3]([F:13])=[C:4]([F:12])[C:5]([F:11])=[C:6]([F:10])[C:7]=1[CH2:8][OH:9]. Procedure details: A solution of methyl bromide (9.6 g) in dry tetrahydrofuran (25 cm3) was added dropwise in a stirred mixture of magnesium turnings (5.0 g), dry tetrahydrofuran (50 cm3) and a small crystal of iodine at the ambient temperature (ca. 22° C.). When the addition was complete the mixture was stirred for a further 1 hour at the ambient temperature and the solution of methyl magnesium bromide thus formed was then added dropwise to a stirred solution to pentafluorobenzyl alcohol (17.8 g) in tetrahydrofur... The reactants are O=C(NC(Cc1ccccc1)C(=O)O)OCc1ccccc1, C(=NC1CCCCC1)=NC1CCCCC1, C1CCOC1, Oc1cc(Cl)c(Cl)cc1Cl. Yields the product O=C(NC(Cc1ccccc1)C(=O)Oc1cc(Cl)c(Cl)cc1Cl)OCc1ccccc1. Reaction SMILES: [CH2:1]([c:2]1[cH:3][cH:4][cH:5][cH:6][cH:7]1)[O:8][C:9](=[O:10])[NH:11][CH:12]([CH2:13][c:14]1[cH:15][cH:16][cH:17][cH:18][cH:19]1)[C:20](=[O:21])[OH:22].[CH:33]1([N:34]=[C:35]=[N:36][CH:37]2[CH2:38][CH2:39][CH2:40][CH2:41][CH2:42]2)[CH2:43][CH2:44][CH2:45][CH2:46][CH2:47]1.[O:48]1[CH2:49][CH2:50][CH2:51][CH2:52]1.[OH:23][c:24]1[cH:25][c:26]([Cl:27])[c:28]([Cl:29])[cH:30][c:31]1[Cl:32]>>[CH2:1]([c:2]1[cH:3][cH:4][cH:5][cH:6][cH:7]1)[O:8][C:9](=[O:10])[NH:11][CH:12]([CH2:13][c:14]1[cH:15][cH:16][cH:17][cH:18][cH:19]1)[C:20]([O:21][c:24]1[cH:25][c:26]([Cl:27])[c:28]([Cl:29])[cH:30][c:31]1[Cl:32])=[O:22]. Reactants: CCOC(C)=O, COC(=O)C1CC(O)CN1, Cl, O=S(=O)(Cl)c1ccccc1, c1ccncc1. The product is COC(=O)C1CC(O)CN1S(=O)(=O)c1ccccc1. As a reaction SMILES: [CH3:28][CH2:29][O:30][C:31](=[O:32])[CH3:33].[CH3:2][O:3][C:4]([CH:5]1[NH:6][CH2:7][CH:8]([OH:10])[CH2:9]1)=[O:11].[ClH:1].[c:12]1([S:18](=[O:19])(=[O:20])[Cl:21])[cH:13][cH:14][cH:15][cH:16][cH:17]1.[cH:22]1[cH:23][cH:24][n:25][cH:26][cH:27]1>>[CH3:2][O:3][C:4]([CH:5]1[N:6]([S:18]([c:12]2[cH:13][cH:14][cH:15][cH:16][cH:17]2)(=[O:19])=[O:20])[CH2:7][CH:8]([OH:10])[CH2:9]1)=[O:11]. Reactants: [Cl-].[Al+3].[Cl-].[Cl-] (aluminium chloride), COC1=CC=C2C=CC=C(C2=C1)CCNC(C)=O (N-[2-(7-methoxy-1-naphthyl)ethyl]acetamide), C(C)(=O)Cl (acetyl chloride). The solvent is ClCCl (dichloromethane). Conditions: time 1 hour. Product: C(C)(=O)C=1C=C(C2=CC(=CC=C2C1)OC)CCNC(C)=O (N-[2-(3-Acetyl-7-methoxy-1-naphthyl)ethyl]acetamide). Reaction SMILES: [Cl-].[Al+3].[Cl-].[Cl-].[CH3:5][O:6][C:7]1[CH:16]=[C:15]2[C:10]([CH:11]=[CH:12][CH:13]=[C:14]2[CH2:17][CH2:18][NH:19][C:20](=[O:22])[CH3:21])=[CH:9][CH:8]=1.[C:23](Cl)(=[O:25])[CH3:24]>ClCCl>[C:23]([C:12]1[CH:13]=[C:14]([CH2:17][CH2:18][NH:19][C:20](=[O:22])[CH3:21])[C:15]2[C:10]([CH:11]=1)=[CH:9][CH:8]=[C:7]([O:6][CH3:5])[CH:16]=2)(=[O:25])[CH3:24] |f:0.1.2.3|. Procedure details: 0.45 mol (60 g) of aluminium chloride are added at 0° C. to a solution of 0.16 mol (40 g) of N-[2-(7-methoxy-1-naphthyl)ethyl]acetamide (described in Patent EP 447 285) in 350 ml of dichloromethane. 0.21 mol (15.3 ml) of acetyl chloride is then added dropwise at 0° C. The reaction medium is stirred at room temperature for 1 hour and then poured onto ice. The organic phase is decanted and concentrated to yield the expected compound.